From a dataset of the Open Reaction Database (ORD), a public repository of structured organic reaction records. describe an organic reaction: reactants, conditions, products, and yield Starting materials: CN(C)c1ccc(C=O)c(c1)[Cl], CC1=CN=C(C=C1)N, [C-]#[N+]C1CCCCC1. The reagents and catalysts are O=C(O)C(F)(F)F (trifluoroacetic acid). Run in CC(C)O (isopropyl alcohol), CC(C)O (isopropylalcohol). Run at temperature 22 celsius, time 20 hour. The product is Cc1ccc2nc(c3ccc(cc3[Cl])N(C)C)c(NC3CCCCC3)n2c1. Yield: 13.7%. RXN SMILES: CC1=CC=C(N)N=C1.[C-]#[N+]C1CCCCC1.CN(C)C1=CC=C(C=O)C(Cl)=C1>>CN(C)C1=CC(Cl)=C(C=C1)C1=C(NC2CCCCC2)N2C=C(C)C=CC2=N1. RXN SMILES: [Br:1][C:2]1[CH:27]=[CH:26][C:5]2[C:6](=[O:25])[N:7]=[C:8]([C:10]3[CH:15]=[C:14]([CH2:16][CH2:17][C:18]([O:20]C(C)(C)C)=[O:19])[CH:13]=[CH:12][N:11]=3)[S:9][C:4]=2[CH:3]=1>FC(F)(F)C(O)=O>[Br:1][C:2]1[CH:27]=[CH:26][C:5]2[C:6](=[O:25])[N:7]=[C:8]([C:10]3[CH:15]=[C:14]([CH2:16][CH2:17][C:18]([OH:20])=[O:19])[CH:13]=[CH:12][N:11]=3)[S:9][C:4]=2[CH:3]=1. Starting materials: BrC1=CC2=C(C(N=C(S2)C2=NC=CC(=C2)CCC(=O)OC(C)(C)C)=O)C=C1 (tert-Butyl 3-[2-(7-bromo-4-oxo-4H-1,3-benzothiazin-2-yl)-4-pyridyl]propanoate). Reaction conditions: temperature 0 celsius, time 2 hour. Reported procedure: tert-Butyl 3-[2-(7-bromo-4-oxo-4H-1,3-benzothiazin-2-yl)-4-pyridyl]propanoate (0.49 g, 1.1 mmol) was dissolved in trifluoroacetic acid (5 ml), and the mixture was stirred at 0° C. for 2 hrs. The solvent was evaporated, and the residue was recrystallized from diisopropyl ether-tetrahydrofuran to give the titled compound (0.38 g, 89%) as white crystals. Yields the product BrC1=CC2=C(C(N=C(S2)C2=NC=CC(=C2)CCC(=O)O)=O)C=C1 (3-[2-(7-Bromo-4-oxo-4H-1,3-benzothiazin-2-yl)-4-pyridyl]propionic acid). Yield: 88.3%. The solvent is FC(C(=O)O)(F)F (trifluoroacetic acid).